Task: describe an organic reaction: reactants, conditions, products, and yield. Dataset: the Open Reaction Database (ORD), a public repository of structured organic reaction records Starting materials: O (water), C(C)(=O)C1=CC2=C(OC(C3C2O3)(C)C)C=C1 (6-Acetyl-3,4-dihydro-2,2-dimethyl-3,4-epoxy-2H-benzo[b]pyran), N1C(CCC1)=O (2-pyrrolidone), [H-].[Na+] (Sodium hydride). The solvent is C(C)(=O)OCC (ethyl acetate), CS(=O)C (dimethylsulphoxide). Reaction conditions: time 22 hour. The product is C(C)(=O)C1=CC2=C(OC([C@H]([C@@H]2N2C(CCC2)=O)O)(C)C)C=C1 (6-Acetyl-3,4-dihydro-2,2-dimethyl-trans-4-(2-oxo-1-pyrrolidinyl)-2H-benzo[b]pyran-3-ol). RXN SMILES: [C:1]([C:4]1[CH:16]=[CH:15][C:7]2[O:8][C:9]([CH3:14])([CH3:13])[CH:10]3[O:12][CH:11]3[C:6]=2[CH:5]=1)(=[O:3])[CH3:2].[NH:17]1[CH2:21][CH2:20][CH2:19][C:18]1=[O:22].[H-].[Na+].O>CS(C)=O.C(OCC)(=O)C>[C:1]([C:4]1[CH:16]=[CH:15][C:7]2[O:8][C:9]([CH3:14])([CH3:13])[C@@H:10]([OH:12])[C@H:11]([N:17]3[CH2:21][CH2:20][CH2:19][C:18]3=[O:22])[C:6]=2[CH:5]=1)(=[O:3])[CH3:2] |f:2.3|. Reported procedure: 6-Acetyl-3,4-dihydro-2,2-dimethyl-3,4-epoxy-2H-benzo[b]pyran (0.33 g, prepared as described in Example 1 of U.K. Pat. No. 1,511,187), and 2-pyrrolidone (0.15 g), were stirred in dimethylsulphoxide (25 ml) under nitrogen at room temperature. Sodium hydride (0.05 g, 80%) was added during 2 mins and the reaction stirred for a further 22 hours. Addition of water, extraction with ethyl acetate, drying of the organic layer with magnesium sulphate, filtration, evaporation and recrystallisation from eth... Starting materials: N1=C(C=CC=C1)CCNC(=O)C=1C(=CC=CC1)C1=C(C=CC=C1)CN (2′-aminomethylbiphenyl-2-carboxylic acid 2-(2-pyridyl)-ethylamide), C1(=CC=CC=C1)S(=O)(=O)Cl (phenylsulfonyl chloride), N1=C(C=CC=C1)CCNC(=O)C=1C(=CC=CC1)C1=C(C=CC=C1)CNS(=O)(=O)C1=CC=CC=C1 (2′-(phenylsulfonylaminomethyl)-biphenyl-2-carboxylic acid 2-(2-pyridyl)ethylamide). The product is N1=C(C=CC=C1)CCNC(=O)C=1C(=CC=CC1CNS(=O)(=O)C1=CC=CC=C1)C1=CC=CC=C1 (Phenylsulfonylaminomethylbiphenyl-2-carboxylic acid 2-(2-pyridyl)ethylamide). Reaction SMILES: [N:1]1[CH:6]=[CH:5][CH:4]=[CH:3][C:2]=1[CH2:7][CH2:8][NH:9][C:10]([C:12]1[C:13](C2C=CC=CC=2CN)=[CH:14][CH:15]=[CH:16][CH:17]=1)=[O:11].[C:26]1(S(Cl)(=O)=O)[CH:31]=[CH:30][CH:29]=[CH:28][CH:27]=1.N1C=CC=CC=1CCNC(C1C(C2C=CC=CC=2[CH2:59][NH:60][S:61]([C:64]2[CH:69]=[CH:68][CH:67]=[CH:66][CH:65]=2)(=[O:63])=[O:62])=CC=CC=1)=O>>[N:1]1[CH:6]=[CH:5][CH:4]=[CH:3][C:2]=1[CH2:7][CH2:8][NH:9][C:10]([C:12]1[C:13]([C:26]2[CH:31]=[CH:30][CH:29]=[CH:28][CH:27]=2)=[CH:14][CH:15]=[CH:16][C:17]=1[CH2:59][NH:60][S:61]([C:64]1[CH:65]=[CH:66][CH:67]=[CH:68][CH:69]=1)(=[O:62])=[O:63])=[O:11]. Procedure details: From 0.3 mmol of 2′-aminomethylbiphenyl-2-carboxylic acid 2-(2-pyridyl)-ethylamide (precursor 5d) and phenylsulfonyl chloride, according to the general working procedure 117 mg of 2′-(phenylsulfonylaminomethyl)-biphenyl-2-carboxylic acid 2-(2-pyridyl)ethylamide were obtained; Starting materials: [Li]CCCC, CCCCCC, Cc1ccnc2c1CCCC2, C[Si](C)(C)N=C=S, CC(C)NC(C)C, Cl, O, c1ccccc1. As a reaction SMILES: [CH2:8]([Li:9])[CH2:10][CH2:11][CH3:12].[CH3:13][CH2:14][CH2:15][CH2:16][CH2:17][CH3:18].[CH3:19][c:20]1[cH:21][cH:22][n:23][c:24]2[c:29]1[CH2:28][CH2:27][CH2:26][CH2:25]2.[CH3:30][Si:31]([CH3:32])([CH3:33])[N:34]=[C:35]=[S:36].[CH:1]([NH:2][CH:3]([CH3:4])[CH3:5])([CH3:6])[CH3:7].[ClH:37].[OH2:44].[cH:38]1[cH:39][cH:40][cH:41][cH:42][cH:43]1>>[CH3:19][c:20]1[cH:21][cH:22][n:23][c:24]2[c:29]1[CH2:28][CH2:27][CH2:26][CH:25]2[C:35]([NH2:34])=[S:36]. Yields the product Cc1ccnc2c1CCCC2C(N)=S. The reactants are [N-]=C=O.[N-]=C=O.CCCCCC (hexane diisocyanate), 3,3'-dimethylbiphenyl-4,4'-diisocyanate, 3,3'-dimethoxydiphenylmethane-4,4'-diisocyanate, C1(=CC(=CC=C1)N=C=O)N=C=O (1,3-phenylene diisocyanate), triphenylmethane-4,4',4"-triisocyanate, isocyanates, [N-]=C=O.[N-]=C=O.CCCCCCCCCC (decane diisocyanate), 1,1'-dinaphthyl-2,2'-diisocyanate, diphenylmethane-2,4,4'-triisocyanate, isocyanates, [N-]=C=O.[N-]=C=O.CC (ethane diisocyanate), ω,ω'-diisocyanate-n-propylbiphenyl, ω,ω'-diisocyanate-1,5-dimethylnaphthalene, naphthalene-1,4-diisocyanate, isocyanates, isocyanates, ω,ω'-diisocyanate-1,2-dimethylcyclohexane diisocyanate, isocyanates, [N-]=C=O.[N-]=C=O.CCCC (butane diisocyanate), 1,3-dimethylbenzol-2,6-diisocyanate, 4,4'-diethoxydiphenylmethane-4,4'-diisocyanate, 1-methylbenzoyl-2,4-diisocyanate, [N-]=C=O.[N-]=C=O.CC(C)(CC(C)C)C (2,2,4-trimethylpentane diisocyanate), 1-methylbenzol-2,4,6-triisocyanate, [N-]=C=O.[N-]=C=O.CC(C)(CCC)C (2,2-dimethylpentane diisocyanate), polyisocyanates, 1,3,5-trimethylbenzol-2,4,6-triisocyanate, C1=CC2=C(C=CC=C2N=C=O)C(=C1)N=C=O (1,5-naphthylene diisocyanate), biphenyl-2,4'-diisocyanate, CC=1C(=CC(=CC1)N=C=O)N=C=O (tolylene diisocyanate), C1=CC(=CC=C1CC2=CC=C(C=C2)N=C=O)N=C=O (diphenylmethane-4,4'-diisocyanate), 2,2'-dimethyldiphenylmethane-4,4'-diisocyanate, C(O)C(CC)(CO)CO (trimethylolpropane), trihydric alcohols, CC=1C(=CC(=CC1)N=C=O)N=C=O (tolylene diisocyanate). Product: CC=1C(=CC(=CC1)N=C=O)N=C=O (tolylene diisocyanate), C(CCCCCN=C=O)N=C=O (hexamethylene diisocyanate). RXN SMILES: [N-:1]=[C:2]=[O:3].[N-:4]=[C:5]=[O:6].[CH3:7][CH3:8].[N-]=C=O.[N-]=C=O.[CH3:15][CH2:16][CH2:17][CH3:18].[N-]=C=O.[N-]=C=O.[CH3:25][CH2:26][CH2:27]CCC.[N-]=C=O.[N-]=C=O.CC(C)(CCC)C.[N-]=C=O.[N-]=C=O.CC(C)(CC(C)C)C.[N-]=C=O.[N-]=C=O.CCCCCCCCCC.C1(N=C=O)C=CC=C(N=C=O)C=1.C1C(CC2C=CC(N=C=O)=CC=2)=CC=C(N=C=O)C=1.CC1C(N=C=O)=CC(N=C=O)=CC=1.C1C=C(N=C=O)C2C=CC=C(N=C=O)C=2C=1.C(C(CO)(CO)CC)O>>[CH3:15][C:16]1[C:25]([N:4]=[C:5]=[O:6])=[CH:26][C:27]([N:1]=[C:2]=[O:3])=[CH:18][CH:17]=1.[CH2:7]([N:4]=[C:5]=[O:6])[CH2:8][CH2:15][CH2:16][CH2:17][CH2:18][N:1]=[C:2]=[O:3] |f:0.1.2,3.4.5,6.7.8,9.10.11,12.13.14,15.16.17|. Procedure details: Specific examples of the polyisocyanates include isocyanates, such as ethane diisocyanate, butane diisocyanate, hexane diisocyanate, 2,2-dimethylpentane diisocyanate, 2,2,4-trimethylpentane diisocyanate, decane diisocyanate, ω,ω'-diisocyanate-1,3-dimethylbenzoyl, ω,ω'-diisocyanate-1,2-dimethylcyclohexane diisocyanate, ω,ω'-diisocyanate-1,4-diethylbenzoyl, ω,ω'-diisocyanate-1,5-dimethylnaphthalene, ω,ω'-diisocyanate-n-propylbiphenyl, 1,3-phenylene diisocyanate, 1-methylbenzoyl-2,4-diisocyanate, 1... Starting materials: C(C)(=O)N1C(C(C2=CC(=C(C=C12)OC)OC)=C(C1=CC=CC=C1)OCC)=O (1-acetyl-3-(1-ethoxy-1-phenyl-methylidene)-5,6-dimethoxy-2-indolinone), ClC1=CC=C(N)C=C1 (4-chloroaniline). Yields the product ClC1=CC=C(N\C(\C2=CC=CC=C2)=C\2/C(NC3=CC(=C(C=C23)OC)OC)=O)C=C1 (3-(Z)-[1-(4-chloro-anilino)-1-phenyl-methylidene]-5,6-dimethoxy-2-indolinone). RXN SMILES: C([N:4]1[C:12]2[C:7](=[CH:8][C:9]([O:15][CH3:16])=[C:10]([O:13][CH3:14])[CH:11]=2)[C:6](=[C:17](OCC)[C:18]2[CH:23]=[CH:22][CH:21]=[CH:20][CH:19]=2)[C:5]1=[O:27])(=O)C.[Cl:28][C:29]1[CH:35]=[CH:34][C:32]([NH2:33])=[CH:31][CH:30]=1>>[Cl:28][C:29]1[CH:35]=[CH:34][C:32]([NH:33]/[C:17](=[C:6]2\[C:5](=[O:27])[NH:4][C:12]3[C:7]\2=[CH:8][C:9]([O:15][CH3:16])=[C:10]([O:13][CH3:14])[CH:11]=3)/[C:18]2[CH:19]=[CH:20][CH:21]=[CH:22][CH:23]=2)=[CH:31][CH:30]=1. Reported procedure: Prepared from 1-acetyl-3-(1-ethoxy-1-phenyl-methylidene)-5,6-dimethoxy-2-indolinone and 4-chloroaniline Reactants: FC1=NC=CC=C1C1=CC(=CN1S(=O)(=O)C1=CC(=CC=C1)OC)CN(C(OC(C)(C)C)=O)C (tert-Butyl ({5-(2-fluoropyridin-3-yl)-1-[(3-methoxyphenyl)sulfonyl]-1H-pyrrol-3-yl}methyl)methylcarbamate), CO (methanol), C(C)(=O)OCC.Cl (hydrogen chloride-ethyl acetate). Solvent: C(C)(=O)OCC (ethyl acetate). Conditions: time 2 hour. Yields the product C(\C=C\C(=O)O)(=O)O.FC1=NC=CC=C1C1=CC(=CN1S(=O)(=O)C1=CC(=CC=C1)OC)CNC (1-{5-(2-fluoropyridin-3-yl)-1-[(3-methoxyphenyl)sulfonyl]-1H-pyrrol-3-yl}-N-methylmethanamine fumarate), base. As a reaction SMILES: [F:1][C:2]1[C:7]([C:8]2[N:12]([S:13]([C:16]3[CH:21]=[CH:20][CH:19]=[C:18]([O:22][CH3:23])[CH:17]=3)(=[O:15])=[O:14])[CH:11]=[C:10]([CH2:24][N:25](C)[C:26](=O)[O:27][C:28]([CH3:31])(C)C)[CH:9]=2)=[CH:6][CH:5]=[CH:4][N:3]=1.C[OH:35].[C:36]([O:39]CC)(=[O:38])[CH3:37].Cl>C(OCC)(=O)C>[C:28]([OH:35])(=[O:27])/[CH:31]=[CH:37]/[C:36]([OH:39])=[O:38].[F:1][C:2]1[C:7]([C:8]2[N:12]([S:13]([C:16]3[CH:21]=[CH:20][CH:19]=[C:18]([O:22][CH3:23])[CH:17]=3)(=[O:14])=[O:15])[CH:11]=[C:10]([CH2:24][NH:25][CH3:26])[CH:9]=2)=[CH:6][CH:5]=[CH:4][N:3]=1 |f:2.3,5.6|. Procedure details: tert-Butyl ({5-(2-fluoropyridin-3-yl)-1-[(3-methoxyphenyl)sulfonyl]-1H-pyrrol-3-yl}methyl)methylcarbamate (303 mg) was dissolved in ethyl acetate (1 mL) and methanol (1 mL) and 4 mol/L hydrogen chloride-ethyl acetate solution (3 mL) were added. The mixture was stirred at room temperature for 2 hr, and concentrated under reduced pressure. Saturated aqueous sodium hydrogen carbonate solution was added to the residue, and the mixture was extracted with ethyl acetate. The extract was washed with sat... Starting materials: CS(C)=O, CC(=O)c1csc(-c2ccc(Cl)c(Cl)c2)c1O, NNC(=O)c1ccc(C(=O)NN2CCOCC2)s1, O. Yields the product CC(=NNC(=O)c1ccc(C(=O)NN2CCOCC2)s1)c1csc(-c2ccc(Cl)c(Cl)c2)c1O. Reaction SMILES: [CH3:37][S:38](=[O:39])[CH3:40].[Cl:1][c:2]1[cH:3][c:4](-[c:9]2[s:10][cH:11][c:12]([C:15](=[O:16])[CH3:17])[c:13]2[OH:14])[cH:5][cH:6][c:7]1[Cl:8].[O:18]1[CH2:19][CH2:20][N:21]([NH:24][C:25](=[O:26])[c:27]2[s:28][c:29]([C:32](=[O:33])[NH:34][NH2:35])[cH:30][cH:31]2)[CH2:22][CH2:23]1.[OH2:36]>>[Cl:1][c:2]1[cH:3][c:4](-[c:9]2[s:10][cH:11][c:12]([C:15]([CH3:17])=[N:35][NH:34][C:32]([c:29]3[s:28][c:27]([C:25]([NH:24][N:21]4[CH2:20][CH2:19][O:18][CH2:23][CH2:22]4)=[O:26])[cH:31][cH:30]3)=[O:33])[c:13]2[OH:14])[cH:5][cH:6][c:7]1[Cl:8].